From a dataset of the Open Reaction Database (ORD), a public repository of structured organic reaction records. describe an organic reaction: reactants, conditions, products, and yield The reactants are CI, [H-], [Na+], C1CCOC1, Cc1cc(CCCCCCCOc2ccc(C3=NCC(CO)O3)cc2)on1. Product: COCC1CN=C(c2ccc(OCCCCCCCc3cc(C)no3)cc2)O1. As a reaction SMILES: [CH3:30][I:31].[H-:1].[Na+:2].[O:32]1[CH2:33][CH2:34][CH2:35][CH2:36]1.[OH:3][CH2:4][CH:5]1[CH2:6][N:7]=[C:8]([c:10]2[cH:11][cH:12][c:13]([O:14][CH2:15][CH2:16][CH2:17][CH2:18][CH2:19][CH2:20][CH2:21][c:22]3[cH:23][c:24]([CH3:27])[n:25][o:26]3)[cH:28][cH:29]2)[O:9]1>>[O:3]([CH2:4][CH:5]1[CH2:6][N:7]=[C:8]([c:10]2[cH:11][cH:12][c:13]([O:14][CH2:15][CH2:16][CH2:17][CH2:18][CH2:19][CH2:20][CH2:21][c:22]3[cH:23][c:24]([CH3:27])[n:25][o:26]3)[cH:28][cH:29]2)[O:9]1)[CH3:30]. The reactants are BrC1=CC2=C(N(C(CN=C2C=2C=C(C#N)C=CC2)=O)C)C=C1 (3-(7-bromo-1-methyl-2-oxo-2,3-dihydro-1H-benzo[e][1,4]diazepin-5-yl)-benzonitrile), C1(=CC=CC=C1)B(O)O (benzene boronic acid), COC1=C(C=C(C=C1)OC)B(O)O (2,5-dimethoxyphenyl boronic acid). Yields the product COC1=C(C=C(C=C1)OC)C1=CC2=C(N(C(CN=C2C=2C=C(C#N)C=CC2)=O)C)C=C1 (3-[7-(2,5-Dimethoxy-phenyl)-1-methyl-2-oxo-2,3-dihydro-1H-benzo[e][1,4]diazepin-5-yl]-benzonitrile). Isolated yield 65.0%. Reaction SMILES: Br[C:2]1[CH:22]=[CH:21][C:5]2[N:6]([CH3:20])[C:7](=[O:19])[CH2:8][N:9]=[C:10]([C:11]3[CH:12]=[C:13]([CH:16]=[CH:17][CH:18]=3)[C:14]#[N:15])[C:4]=2[CH:3]=1.C1(B(O)O)C=CC=CC=1.[CH3:32][O:33][C:34]1[CH:39]=[CH:38][C:37]([O:40][CH3:41])=[CH:36][C:35]=1B(O)O>>[CH3:32][O:33][C:34]1[CH:39]=[CH:38][C:37]([O:40][CH3:41])=[CH:36][C:35]=1[C:2]1[CH:22]=[CH:21][C:5]2[N:6]([CH3:20])[C:7](=[O:19])[CH2:8][N:9]=[C:10]([C:11]3[CH:12]=[C:13]([CH:16]=[CH:17][CH:18]=3)[C:14]#[N:15])[C:4]=2[CH:3]=1. Reported procedure: Prepared from 3-(7-bromo-1-methyl-2-oxo-2,3-dihydro-1H-benzo[e][1,4]diazepin-5-yl)-benzonitrile Intermediate 14 using the same method described for Example 1 and instead of using benzene boronic acid, we used 2,5-dimethoxyphenyl boronic acid. The title compound was obtained as a yellow solid, (yield=65%). The reactants are Cl.N1=CC(=CC=C1)C(C1=CC=C(C=C1)O)O (4-(3-Pyridylhydroxymethyl)phenol hydrochloride). Reagents/catalysts: [Pd] (palladium on carbon). The solvent is C(C)(=O)O (acetic acid). Run at time 24 hour. Yields the product Cl.N1=CC(=CC=C1)CC1=CC=C(C=C1)O (4-(3-Pyridylmethyl)phenol hydrochloride). The yield is 11.5%. RXN SMILES: [ClH:1].[N:2]1[CH:7]=[CH:6][CH:5]=[C:4]([CH:8](O)[C:9]2[CH:14]=[CH:13][C:12]([OH:15])=[CH:11][CH:10]=2)[CH:3]=1>[Pd].C(O)(=O)C>[ClH:1].[N:2]1[CH:7]=[CH:6][CH:5]=[C:4]([CH2:8][C:9]2[CH:14]=[CH:13][C:12]([OH:15])=[CH:11][CH:10]=2)[CH:3]=1 |f:0.1,4.5|. Procedure details: Under an atmosphere of hydrogen, a mixture of 1.9 g of the hydroxymethyl compound (prepared as described in Example 8), 1.0 g of 5% palladium on carbon and 12 ml of acetic acid was stirred at room temperature for 24 hours, and filtered. The filtrate was concentrated under reduced pressure. The residue was dissolved in water, neutralized with sodium bicarbonate, extracted with diethyl ether, and the extract was concentrated under reduced pressure. After addition of 6 N hydrochloric acid to the re...